From a dataset of the Open Reaction Database (ORD), a public repository of structured organic reaction records. describe an organic reaction: reactants, conditions, products, and yield The reactants are CC1NC(CNC1)C (2,6-dimethyl-piperazine), ClC1=NC=C(C#N)C=C1 (6-chloronicotinonitrile). The product is CC1CN(CC(N1)C)C1=NC=C(C#N)C=C1 (6-(3,5-Dimethylpiperazin-1-yl)nicotinonitrile). Reaction SMILES: [CH3:1][CH:2]1[CH2:7][NH:6][CH2:5][CH:4]([CH3:8])[NH:3]1.Cl[C:10]1[CH:17]=[CH:16][C:13]([C:14]#[N:15])=[CH:12][N:11]=1>>[CH3:8][CH:4]1[NH:3][CH:2]([CH3:1])[CH2:7][N:6]([C:10]2[CH:17]=[CH:16][C:13]([C:14]#[N:15])=[CH:12][N:11]=2)[CH2:5]1. Procedure: This compound was synthesized from 2,6-dimethyl-piperazine and 6-chloronicotinonitrile as described for example 39 step 1 (90 mg, crude) and it was carried through without further purification. 1H NMR (400 MHz, CDCl3) δ 8.40 (d, J=2.0 Hz, 1H), 7.60 (dd, J=9.0 Hz, J=2.3 Hz, 1H), 6.60 (d, J=9.3 Hz, 1H), 4.27 (d, J=12.8 Hz, 2H), 2.96-2.88 (m, 2H), 2.52 (dd, J=12.4 Hz, J=10.9 Hz, 2H), 1.16 (d, J=6.3 Hz, 6H) Reactants: C(C)(=O)N1C(C(C2=CC=C(C=C12)C(=O)OC)=C(C1=CC=CC=C1)OCC)=O (1-acetyl-3-(1-ethoxy-1-phenylmethylene)-6-methoxycarbonyl-2-indolinone), CNC(=O)CN(C1=CC=C(C=C1)N)S(=O)(=O)C (N-methylaminocarbonylmethyl-N-methylsulphonyl-p-phenylenediamine). Yields the product CNC(=O)CN(S(=O)(=O)C)C1=CC=C(N\C(\C2=CC=CC=C2)=C\2/C(NC3=CC(=CC=C23)C(=O)OC)=O)C=C1 (3-Z-[1-(4-(N-methylaminocarbonylmethyl-N-methylsulphonyl-amino)-anilino)-1-phenyl-methylene]-6-methoxycarbonyl-2-indolinone). RXN SMILES: C([N:4]1[C:12]2[C:7](=[CH:8][CH:9]=[C:10]([C:13]([O:15][CH3:16])=[O:14])[CH:11]=2)[C:6](=[C:17](OCC)[C:18]2[CH:23]=[CH:22][CH:21]=[CH:20][CH:19]=2)[C:5]1=[O:27])(=O)C.[CH3:28][NH:29][C:30]([CH2:32][N:33]([S:41]([CH3:44])(=[O:43])=[O:42])[C:34]1[CH:39]=[CH:38][C:37]([NH2:40])=[CH:36][CH:35]=1)=[O:31]>>[CH3:28][NH:29][C:30]([CH2:32][N:33]([C:34]1[CH:35]=[CH:36][C:37]([NH:40]/[C:17](=[C:6]2\[C:5](=[O:27])[NH:4][C:12]3[C:7]\2=[CH:8][CH:9]=[C:10]([C:13]([O:15][CH3:16])=[O:14])[CH:11]=3)/[C:18]2[CH:19]=[CH:20][CH:21]=[CH:22][CH:23]=2)=[CH:38][CH:39]=1)[S:41]([CH3:44])(=[O:43])=[O:42])=[O:31]. Procedure details: Prepared from 1-acetyl-3-(1-ethoxy-1-phenylmethylene)-6-methoxycarbonyl-2-indolinone and N-methylaminocarbonylmethyl-N-methylsulphonyl-p-phenylenediamine Rf value: 0.5 (silica gel, methylene chloride/methanol=10:1) C27H26N4O6S The reactants are FC(C1=NNC=C1C(=O)OCC)(F)F (ethyl 3-(trifluoromethyl)-1H-pyrazole-4-carboxylate), BrCC(=O)OC(C)(C)C (tert-butyl bromoacetate), C([O-])(O)=O.[Na+] (sodium bicarbonate). The solvent is ClCCl (dichloromethane), ClCCl (dichloromethane). Reaction conditions: time 16 hour. Yields the product C(C)(C)(C)OC(CN1N=C(C(=C1)C(=O)OCC)C(F)(F)F)=O (Ethyl 1-(2-tert-butoxy-2-oxoethyl)-3-(trifluoromethyl)-1H-pyrazole-4-carboxylate). Reaction SMILES: Br[CH2:2][C:3]([O:5][C:6]([CH3:9])([CH3:8])[CH3:7])=[O:4].[F:10][C:11]([F:23])([F:22])[C:12]1[C:16]([C:17]([O:19][CH2:20][CH3:21])=[O:18])=[CH:15][NH:14][N:13]=1.C(=O)(O)[O-].[Na+]>ClCCl>[C:6]([O:5][C:3](=[O:4])[CH2:2][N:14]1[CH:15]=[C:16]([C:17]([O:19][CH2:20][CH3:21])=[O:18])[C:12]([C:11]([F:10])([F:22])[F:23])=[N:13]1)([CH3:9])([CH3:8])[CH3:7] |f:2.3|. Procedure: 404 mg of Hünig-base and 469 mg of tert-butyl bromoacetate, dissolved in 2 ml of dichloromethane, are added to a solution of 50 mg of ethyl 3-(trifluoromethyl)-1H-pyrazole-4-carboxylate in 10 ml of dichloromethane. The mixture is stirred at room temperature for 16 hours. After addition of saturated sodium bicarbonate solution, the mixture is extracted with ethyl acetate, the organic phase is separated off and dried over sodium sulphate and the solvent is removed under reduced pressure. This give... Starting materials: CC(=O)OC(C1C(C(=O)OCc2cccc(-c3ccccc3)c2C)C1(C)C)C(Cl)(Cl)C(F)(F)F, CCOCC, CCCCC, CN(C)C=O, [Zn]. Product: Cc1c(COC(=O)C2C(C=C(Cl)C(F)(F)F)C2(C)C)cccc1-c1ccccc1. As a reaction SMILES: [CH3:1][C:2]1([CH3:34])[CH:3]([C:17](=[O:18])[O:19][CH2:20][c:21]2[c:22]([CH3:33])[c:23](-[c:27]3[cH:28][cH:29][cH:30][cH:31][cH:32]3)[cH:24][cH:25][cH:26]2)[CH:4]1[CH:5]([C:6]([C:7]([F:8])([F:9])[F:10])([Cl:11])[Cl:16])[O:12][C:13](=[O:14])[CH3:15].[CH3:35][CH2:36][O:37][CH2:38][CH3:39].[CH3:40][CH2:41][CH2:42][CH2:43][CH3:44].[O:45]=[CH:46][N:47]([CH3:48])[CH3:49].[Zn:50]>>[CH3:1][C:2]1([CH3:34])[CH:3]([C:17](=[O:18])[O:19][CH2:20][c:21]2[c:22]([CH3:33])[c:23](-[c:27]3[cH:28][cH:29][cH:30][cH:31][cH:32]3)[cH:24][cH:25][cH:26]2)[CH:4]1[CH:5]=[C:6]([C:7]([F:8])([F:9])[F:10])[Cl:11]. Yields the product CC1=C(C=C(C(=O)O)C=C1)N1C(C2=CC(=CC=C2C=C1)OCCN1CCCCC1)=O (4-methyl-3-[7-(2-piperidin-1-ylethoxy)-1-oxoisoquinolin-2(1H)-yl]benzoic acid). Reaction SMILES: [OH:1][C:2]1[CH:11]=[C:10]2[C:5]([CH:6]=[CH:7][N:8]([C:13]3[CH:14]=[C:15]([CH:19]=[CH:20][C:21]=3[CH3:22])[C:16]([OH:18])=[O:17])[C:9]2=[O:12])=[CH:4][CH:3]=1.[I-].[Na+].C(=O)([O-])[O-].[K+].[K+].Cl.ClCC[CH:35]1[CH2:40][CH2:39][NH:38][CH2:37][CH2:36]1.[OH-].[Na+].[CH3:43][C:44](C)=O>>[CH3:22][C:21]1[CH:20]=[CH:19][C:15]([C:16]([OH:18])=[O:17])=[CH:14][C:13]=1[N:8]1[CH:7]=[CH:6][C:5]2[C:10](=[CH:11][C:2]([O:1][CH2:43][CH2:44][N:38]3[CH2:37][CH2:36][CH2:35][CH2:40][CH2:39]3)=[CH:3][CH:4]=2)[C:9]1=[O:12] |f:1.2,3.4.5,6.7,8.9|. Procedure: 3-(7-hydroxy-1-oxoisoquinolin-2(1H)-yl)-4-methylbenzoic acid (885 mg) was dissolved in acetone (50 ml), Sodium iodide (45 mg) and potassium carbonate (4.14 g) were added followed by 4-(2-chloroethyl)piperidine hydrochloride (1.67 g). The resultant mixture was stirred at 60° C. for 18 hours. 2N NaOH (9.4 ml) was added and stirred for 20 minutes, cooled and the insoluble material removed by filtration. The filtrate was concentrated, acidified to pH 1 with concentrated hydrochloric acid and purifie... Conditions: time 20 minute. The reactants are Cl.ClCCC1CCNCC1 (4-(2-chloroethyl)piperidine hydrochloride), [I-].[Na+] (Sodium iodide), C([O-])([O-])=O.[K+].[K+] (potassium carbonate), OC1=CC=C2C=CN(C(C2=C1)=O)C=1C=C(C(=O)O)C=CC1C (3-(7-hydroxy-1-oxoisoquinolin-2(1H)-yl)-4-methylbenzoic acid), CC(=O)C (acetone), resultant mixture, [OH-].[Na+] (NaOH). Reactants: BrCc1ccccc1, CCOC(=O)C1CNC(=O)C1C, [H-], [Na+], C1COCCO1. Product: CCOC(=O)C1CN(Cc2ccccc2)C(=O)C1C. RXN SMILES: [CH2:15]([c:16]1[cH:17][cH:18][cH:19][cH:20][cH:21]1)[Br:22].[CH3:3][CH:4]1[C:5](=[O:14])[NH:6][CH2:7][CH:8]1[C:9](=[O:10])[O:11][CH2:12][CH3:13].[H-:1].[Na+:2].[O:23]1[CH2:24][CH2:25][O:26][CH2:27][CH2:28]1>>[CH3:3][CH:4]1[C:5](=[O:14])[N:6]([CH2:15][c:16]2[cH:17][cH:18][cH:19][cH:20][cH:21]2)[CH2:7][CH:8]1[C:9](=[O:10])[O:11][CH2:12][CH3:13]. Starting materials: ClC1=C2C(=CN(C1=O)C)CN(C2=O)CCC2=NC1=CC=CC=C1C=C2 (7-chloro-5-methyl-2-(2-quinolin-2-yl-ethyl)-3,5-dihydro-2H-pyrrolo[3,4-c]pyridine-1,6-dione), CN1N=CC=C1B(O)O (2-methyl-2H-pyrazol-3-ylboronic acid). The product is CN1C=C2C(=C(C1=O)C=1N(N=CC1)C)C(N(C2)CCC2=NC1=CC=CC=C1C=C2)=O (5-Methyl-7-(2-methyl-2H-pyrazol-3-yl)-2-(2-quinolin-2-yl-ethyl)-3,5-dihydro-2H-pyrrolo[3,4-c]pyridine-1,6-dione). RXN SMILES: Cl[C:2]1[C:7](=[O:8])[N:6]([CH3:9])[CH:5]=[C:4]2[CH2:10][N:11]([CH2:14][CH2:15][C:16]3[CH:25]=[CH:24][C:23]4[C:18](=[CH:19][CH:20]=[CH:21][CH:22]=4)[N:17]=3)[C:12](=[O:13])[C:3]=12.[CH3:26][N:27]1[C:31](B(O)O)=[CH:30][CH:29]=[N:28]1>>[CH3:9][N:6]1[C:7](=[O:8])[C:2]([C:31]2[N:27]([CH3:26])[N:28]=[CH:29][CH:30]=2)=[C:3]2[C:12](=[O:13])[N:11]([CH2:14][CH2:15][C:16]3[CH:25]=[CH:24][C:23]4[C:18](=[CH:19][CH:20]=[CH:21][CH:22]=4)[N:17]=3)[CH2:10][C:4]2=[CH:5]1. Procedure details: The title compound was prepared in analogy to the process of Example 13 starting from 7-chloro-5-methyl-2-(2-quinolin-2-yl-ethyl)-3,5-dihydro-2H-pyrrolo[3,4-c]pyridine-1,6-dione (see Example c4)) and 2-methyl-2H-pyrazol-3-ylboronic acid.